The task is: describe an organic reaction: reactants, conditions, products, and yield. This data is from the Open Reaction Database (ORD), a public repository of structured organic reaction records. Reactants: O=[N+]([O-])[O-].[O-][N+]([O-])=O.[O-][N+]([O-])=O.[O-][N+]([O-])=O.[O-][N+]([O-])=O.[O-][N+]([O-])=O.[Ce+4].[NH4+].[NH4+] (CAN), C(C)(C)(C)OC(=O)N[C@@](N)(C(=O)N1[C@H](C(=O)NCC2=C(C=CC(=C2)Cl)CC(C(F)F)NC2=CC=C(C=C2)OC)CCC1)C1CCCCC1 (1-{(2R)-2-[(tert-butoxycarbonyl)amino]-2-cyclohexylglycyl}-N-(5-chloro-2-{3,3-difluoro-2-[(4-methoxyphenyl)amino]propyl}benzyl)-L-prolinamide). Solvent: O (water), CC#N (CH3CN). Product: NC(CC1=C(CNC([C@H]2N(CCC2)C([C@@H](C2CCCCC2)NC(=O)OC(C)(C)C)=O)=O)C=C(C=C1)Cl)C(F)F (N-[2-(2-amino-3,3-difluoropropyl)-5-chlorobenzyl]-1-{(2R)-2-[(tert-butoxycarbonyl)amino]2-cyclohexylethanoyl}-L-prolinamide). The yield is 56.1%. RXN SMILES: O=[N+]([O-])[O-].[O-][N+](=O)[O-].[O-][N+](=O)[O-].[O-][N+](=O)[O-].[O-][N+](=O)[O-].[O-][N+](=O)[O-].[Ce+4].[NH4+].[NH4+].[C:28]([O:32][C:33]([NH:35][C@:36]([CH:70]1[CH2:75][CH2:74][CH2:73][CH2:72][CH2:71]1)([C:38]([N:40]1[CH2:69][CH2:68][CH2:67][C@H:41]1[C:42]([NH:44][CH2:45][C:46]1[CH:51]=[C:50]([Cl:52])[CH:49]=[CH:48][C:47]=1[CH2:53][CH:54]([NH:58]C1C=CC(OC)=CC=1)[CH:55]([F:57])[F:56])=[O:43])=[O:39])N)=[O:34])([CH3:31])([CH3:30])[CH3:29]>O.CC#N>[NH2:58][CH:54]([CH:55]([F:57])[F:56])[CH2:53][C:47]1[CH:48]=[CH:49][C:50]([Cl:52])=[CH:51][C:46]=1[CH2:45][NH:44][C:42](=[O:43])[C@@H:41]1[CH2:67][CH2:68][CH2:69][N:40]1[C:38](=[O:39])[C@H:36]([NH:35][C:33]([O:32][C:28]([CH3:31])([CH3:30])[CH3:29])=[O:34])[CH:70]1[CH2:71][CH2:72][CH2:73][CH2:74][CH2:75]1 |f:0.1.2.3.4.5.6.7.8|. Procedure: A solution of CAN (0.274 g, 0.50 mmol) in water (2.0 mL) was added to a stirred solution of 1-{(2R)-2-[(tert-butoxycarbonyl)amino]-2-cyclohexylglycyl}-N-(5-chloro-2-{3,3-difluoro-2-[(4-methoxyphenyl)amino]propyl}benzyl)-L-prolinamide (0.168 g, 0.25 mmol) in CH3CN (3.0 mL) at 0° C. and the resulting solution was warmed to ambient temperature. After 18 h the solution was partitioned between EtOAc(20 mL) and 10% aqueous NH4OH (10 mL). The resulting two phase suspension was filtered and the organic ... Starting materials: FC(C(=CC(=O)N)N)(F)F (4,4,4-trifluoro-3-amino-2-butenamide), N (ammonia), ester, CNN (methylhydrazine), Cl (hydrochloric acid). The solvent is C(C)O (ethanol), C(C)O (ethanol), O (water). Conditions: temperature 30 celsius, time 1 hour. Yields the product CN1N=C(C=C1C(F)(F)F)O (1-methyl-3-hydroxy-5-trifluoromethylpyrazole). Yield: 64.3%. RXN SMILES: [F:1][C:2]([F:10])([F:9])[C:3]([NH2:8])=[CH:4][C:5]([NH2:7])=[O:6].N.[CH3:12]NN.Cl>O.C(O)C>[CH3:12][N:8]1[C:3]([C:2]([F:10])([F:9])[F:1])=[CH:4][C:5]([OH:6])=[N:7]1. Procedure details: 30.82 g (0.2 mol) of 4,4,4-trifluoro-3-amino-2-butenamide (prepared by addition of 2 equivalents of ammonia to the corresponding alkenoic ester) was added to 10.1 g (0.22 mol) of methylhydrazine at room temperature. A slight exotherm raised the temperature to 30° C. The mixture was stirred for 1 hr. at which time the mixture became semi-solid; 10 ml. of ethanol was added to improve stirring. After another 1.5 hr., 7 ml. of ethanol was added, again to aid in stirring the mixture. After a total of... Reactants: FC(C(=O)N1CC2C=3C=C(C(=CC3C(C1)C2)O)[N+](=O)[O-])(F)F (2,2,2-Trifluoro-1-(4-hydroxy-5-nitro-10-aza-tricyclo[6.3.1.02,7]dodeca-2(7),3,5-trien-10-yl)-ethanone). Reagents/catalysts: [Pd] (Pd/C). Solvent: CO (methanol). The product is FC(C(=O)N1CC2C=3C=C(C(=CC3C(C1)C2)O)N)(F)F (2,2,2-Trifluoro-1-(4-hydroxy-5-amino-10-aza-tricyclo[6.3.1.02,7]dodeca-2(7),3,5-trien-10-yl)-ethanone). As a reaction SMILES: [F:1][C:2]([F:22])([F:21])[C:3]([N:5]1[CH2:15][CH:14]2[CH2:16][CH:7]([C:8]3[CH:9]=[C:10]([N+:18]([O-])=O)[C:11]([OH:17])=[CH:12][C:13]=32)[CH2:6]1)=[O:4]>CO.[Pd]>[F:22][C:2]([F:1])([F:21])[C:3]([N:5]1[CH2:15][CH:14]2[CH2:16][CH:7]([C:8]3[CH:9]=[C:10]([NH2:18])[C:11]([OH:17])=[CH:12][C:13]=32)[CH2:6]1)=[O:4]. Procedure: 2,2,2-Trifluoro-1-(4-hydroxy-5-nitro-10-aza-tricyclo[6.3.1.02,7]dodeca-2(7),3,5-trien-10-yl)-ethanone (575 mg, 1.82 mmol) was hydrogenated in methanol under a H2 atmosphere at (45 psi, or approximately 3 atmospheres) over 10% Pd/C (80 mg) for 1.5 hours then filtered through a Celite pad and concentrated to white solids (450 mg, 86%). (TLC 5% methanol/CH2Cl2 (NH3) Rf 0.6). 1H NMR (400 MHz, CD3OD) δ 6.67–6.59 (m, 2H), 4.12 (m, 1H), 3.73 (m, 1H), 3.73 (m, 1H), 3.51 (m, 1H), 3.07 (m, 2H), 2.24 (m, 1... Starting materials: C(C=C)(=O)OCCCCCCCCCCCCCCCCCCCCCC (behenyl acrylate), C(C(=C)C)(=O)OCCCCCCCCCCCC (lauryl methacrylate), C1(\C=C/C(=O)O1)=O (maleic anhydride). The solvent is C1(=CC=CC=C1)C (toluene). Run at temperature 85 celsius. The product is C(C=C)(=O)OCCCCCCCCCCCCCCCCCCCCCC.C(C(=C)C)(=O)OCCCCCCCCCCCC.C1(\C=C/C(=O)O1)=O (behenyl acrylate lauryl methacrylate maleic anhydride). As a reaction SMILES: [C:1]([O:5][CH2:6][CH2:7][CH2:8][CH2:9][CH2:10][CH2:11][CH2:12][CH2:13][CH2:14][CH2:15][CH2:16][CH2:17][CH2:18][CH2:19][CH2:20][CH2:21][CH2:22][CH2:23][CH2:24][CH2:25][CH2:26][CH3:27])(=[O:4])[CH:2]=[CH2:3].[C:28]([O:33][CH2:34][CH2:35][CH2:36][CH2:37][CH2:38][CH2:39][CH2:40][CH2:41][CH2:42][CH2:43][CH2:44][CH3:45])(=[O:32])[C:29]([CH3:31])=[CH2:30].[C:46]1(=[O:52])[O:51][C:49](=[O:50])[CH:48]=[CH:47]1>C1(C)C=CC=CC=1>[C:1]([O:5][CH2:6][CH2:7][CH2:8][CH2:9][CH2:10][CH2:11][CH2:12][CH2:13][CH2:14][CH2:15][CH2:16][CH2:17][CH2:18][CH2:19][CH2:20][CH2:21][CH2:22][CH2:23][CH2:24][CH2:25][CH2:26][CH3:27])(=[O:4])[CH:2]=[CH2:3].[C:28]([O:33][CH2:34][CH2:35][CH2:36][CH2:37][CH2:38][CH2:39][CH2:40][CH2:41][CH2:42][CH2:43][CH2:44][CH3:45])(=[O:32])[C:29]([CH3:31])=[CH2:30].[C:49]1(=[O:50])[O:51][C:46](=[O:52])[CH:47]=[CH:48]1 |f:4.5.6|. Procedure details: Isopar (10 g), behenyl acrylate (15 g), and lauryl methacrylate (2 g) are charged to a reactor equipped with a stirrer, a heater, a thermometer, an additional funnel containing a solution of maleic anhydride (2 g) in toluene (5 g), and a nitrogen-bubbling duct. The reactor is flushed with nitrogen gas and sealed. The reactor is heated to 85° C. and tert-butyl peroxibenzoate (0.2 g) is added. The reaction mixture is heated in the closed system at 85° C. for three hours, and tert-butyl peroxibenzo... Starting materials: CCCC[N+](CCCC)(CCCC)CCCC, CN(C)c1ccc(C(O)C#C[Si](C)(C)C)cc1, [F-], C1CCOC1. The product is C#CC(O)c1ccc(N(C)C)cc1. RXN SMILES: [CH2:19]([N+:20]([CH2:21][CH2:22][CH2:23][CH3:24])([CH2:25][CH2:26][CH2:27][CH3:28])[CH2:29][CH2:30][CH2:31][CH3:32])[CH2:33][CH2:34][CH3:35].[CH3:1][N:2]([c:3]1[cH:4][cH:5][c:6]([CH:9]([OH:10])[C:11]#[C:12][Si:13]([CH3:14])([CH3:15])[CH3:16])[cH:7][cH:8]1)[CH3:17].[F-:18].[O:36]1[CH2:37][CH2:38][CH2:39][CH2:40]1>>[CH3:1][N:2]([c:3]1[cH:4][cH:5][c:6]([CH:9]([OH:10])[C:11]#[CH:12])[cH:7][cH:8]1)[CH3:17]. The reactants are CC(C)([O-])C.[Na+] (sodium tert-butoxide), COC1=CC=C(C=C1)S (4-methoxybenzenethiol), BrC1=CC2=C(OC(C(=C2)C)(C)C)C=C1 (6-Bromo-2,2,3-trimethyl-2H-benzo[b]pyran). The reagents and catalysts are C1=CC=C(C=C1)P(C2=CC=CC=C2)C3=CC=CC=C3.C1=CC=C(C=C1)P(C2=CC=CC=C2)C3=CC=CC=C3.C1=CC=C(C=C1)P(C2=CC=CC=C2)C3=CC=CC=C3.C1=CC=C(C=C1)P(C2=CC=CC=C2)C3=CC=CC=C3.[Pd] (tetrakis(triphenylphosphine)palladium(O)). The solvent is C(C)O (ethanol). The product is COC1=CC=C(C=C1)SC1=CC2=C(OC(C(=C2)C)(C)C)C=C1 (6-(4-methoxyphenyl)thio-2,2,3-trimethyl-2H-benzo[b]pyran). Reaction SMILES: Br[C:2]1[CH:14]=[CH:13][C:5]2[O:6][C:7]([CH3:12])([CH3:11])[C:8]([CH3:10])=[CH:9][C:4]=2[CH:3]=1.CC(C)([O-])C.[Na+].[CH3:21][O:22][C:23]1[CH:28]=[CH:27][C:26]([SH:29])=[CH:25][CH:24]=1>C(O)C.C1C=CC(P(C2C=CC=CC=2)C2C=CC=CC=2)=CC=1.C1C=CC(P(C2C=CC=CC=2)C2C=CC=CC=2)=CC=1.C1C=CC(P(C2C=CC=CC=2)C2C=CC=CC=2)=CC=1.C1C=CC(P(C2C=CC=CC=2)C2C=CC=CC=2)=CC=1.[Pd]>[CH3:21][O:22][C:23]1[CH:28]=[CH:27][C:26]([S:29][C:2]2[CH:14]=[CH:13][C:5]3[O:6][C:7]([CH3:12])([CH3:11])[C:8]([CH3:10])=[CH:9][C:4]=3[CH:3]=2)=[CH:25][CH:24]=1 |f:1.2,5.6.7.8.9|. Procedure: 6-Bromo-2,2,3-trimethyl-2H-benzo[b]pyran (9.637 g) (see Preparation 4) was dissolved in absolute ethanol (200 ml), then sodium tert-butoxide (11.029 g), 4-methoxybenzenethiol (4.9 ml) and tetrakis(triphenylphosphine)palladium(O) (0.454 g) were added and the mixture was heated under reflux under a nitrogen atmosphere for 48 hours. The solvent was removed under reduced pressure and the residue was dissolved in dichloromethane and washed with water. The organic layer was dried (anhydrous sodium sul...